Dataset: the Open Reaction Database (ORD), a public repository of structured organic reaction records. Task: describe an organic reaction: reactants, conditions, products, and yield Reactants: Cc1ccc(Br)c(F)c1, [Na+], [OH-], O, c1ccncc1. The product is O=C(O)c1ccc(Br)c(F)c1. As a reaction SMILES: [Br:1][c:2]1[c:3]([F:9])[cH:4][c:5]([CH3:8])[cH:6][cH:7]1.[Na+:11].[OH-:10].[OH2:12].[cH:13]1[cH:14][cH:15][n:16][cH:17][cH:18]1>>[Br:1][c:2]1[c:3]([F:9])[cH:4][c:5]([C:8](=[O:10])[OH:12])[cH:6][cH:7]1. Reactants: ClC=1C=C(C=CC1)C1=C2CC(NC2=CC=C1)=O (4-(3-chloro-phenyl)-1,3-dihydro-indol-2-one), CC1=C(NC(=C1C(=O)N1CCN(CC1)C)C)C=O (3,5-dimethyl-4-(4-methyl-piperazine-1-carbonyl)-1H-pyrrole-2-carbaldehyde). Reagents/catalysts: N1CCCCC1 (piperidine). The solvent is C(C)O (ethanol). Run at time 3 day. Yields the product CC1=C(NC(=C1C(=O)N1CCN(CC1)C)C)C=C1C(NC2=CC=CC(=C12)C1=CC(=CC=C1)Cl)=O (3-[3,5-dimethyl-4-(4-methyl-piperazine-1-carbonyl)-1H-pyrrol-2-ylmethylene]-4-(3-chloro-phenyl)-1,3-dihydro-indol-2-one). Yield: 51.4%. Reaction SMILES: [Cl:1][C:2]1[CH:3]=[C:4]([C:8]2[CH:16]=[CH:15][CH:14]=[C:13]3[C:9]=2[CH2:10][C:11](=[O:17])[NH:12]3)[CH:5]=[CH:6][CH:7]=1.[CH3:18][C:19]1[C:23]([C:24]([N:26]2[CH2:31][CH2:30][N:29]([CH3:32])[CH2:28][CH2:27]2)=[O:25])=[C:22]([CH3:33])[NH:21][C:20]=1[CH:34]=O>C(O)C.N1CCCCC1>[CH3:18][C:19]1[C:23]([C:24]([N:26]2[CH2:27][CH2:28][N:29]([CH3:32])[CH2:30][CH2:31]2)=[O:25])=[C:22]([CH3:33])[NH:21][C:20]=1[CH:34]=[C:10]1[C:9]2[C:13](=[CH:14][CH:15]=[CH:16][C:8]=2[C:4]2[CH:5]=[CH:6][CH:7]=[C:2]([Cl:1])[CH:3]=2)[NH:12][C:11]1=[O:17]. Procedure: To a solution of 4-(3-chloro-phenyl)-1,3-dihydro-indol-2-one (60.9 mg, 0.25 mmol) and 3,5-dimethyl-4-(4-methyl-piperazine-1-carbonyl)-1H-pyrrole-2-carbaldehyde (64.8 mg, 0.26 mmol) in ethanol (2 mL) was added piperidine (3 drops). The reaction mixture was stirred at room temperature for three days. A yellow solid product was precipitated out, filtered, washed by ethanol for three times, and dried under high vacuum to provide 3-[3,5-dimethyl-4-(4-methyl-piperazine-1-carbonyl)-1H-pyrrol-2-ylmethyl... The reactants are C(C)(=O)C=1C(C(=C(NC1C)C=O)C(=O)OCC)C1=C(C=C(C=C1)C#N)OC (ethyl 5-acetyl-4-(4-cyano-2-methoxyphenyl)-2-formyl-6-methyl-1,4-dihydropyridine-3-carboxylate), O.NN (hydrazine hydrate). Solvent: C(C)O.C(C)(=O)O (ethanol acetic acid). Product: C(C)(=O)C=1C(C2=C(C=NNC2=O)NC1C)C1=C(C=C(C#N)C=C1)OC (4-(3-Acetyl-2-methyl-5-oxo-1,4,5,6-tetrahydropyrido[2,3-d]pyridazin-4-yl)-3-methoxybenzonitrile). RXN SMILES: [C:1]([C:4]1[CH:5]([C:18]2[CH:23]=[CH:22][C:21]([C:24]#[N:25])=[CH:20][C:19]=2[O:26][CH3:27])[C:6]([C:13]([O:15]CC)=O)=[C:7]([CH:11]=O)[NH:8][C:9]=1[CH3:10])(=[O:3])[CH3:2].O.[NH2:29][NH2:30]>C(O)C.C(O)(=O)C>[C:1]([C:4]1[CH:5]([C:18]2[CH:23]=[CH:22][C:21]([C:24]#[N:25])=[CH:20][C:19]=2[O:26][CH3:27])[C:6]2[C:13](=[O:15])[NH:30][N:29]=[CH:11][C:7]=2[NH:8][C:9]=1[CH3:10])(=[O:3])[CH3:2] |f:1.2,3.4|. Procedure details: 208 mg (0.565 mmol) of ethyl 5-acetyl-4-(4-cyano-2-methoxyphenyl)-2-formyl-6-methyl-1,4-dihydropyridine-3-carboxylate and 41.5 mg (0.830 mmol) of hydrazine hydrate are taken up in 6.6 ml of ethanol/acetic acid (10:1) and reacted at 100° C. for 5 h. The volatile components are removed in a rotary evaporator, and the residue is taken up in acetonitrile. The precipitated product is filtered off and dried under high vacuum. 66 mg (34.7% of theory) of the title compound are obtained. The reactants are COC(=O)C=Cc1ccc(C(C)=O)cc1C, CCCCCCc1nc(-c2ccc(C)cc2)sc1C=O, C[O-], CO, [Na+], C1CCOC1. The product is CCCCCCc1nc(-c2ccc(C)cc2)sc1C=CC(=O)c1ccc(C=CC(=O)OC)c(C)c1. As a reaction SMILES: [C:1]([CH3:2])(=[O:3])[c:4]1[cH:5][c:6]([CH3:16])[c:7]([CH:10]=[CH:11][C:12](=[O:13])[O:14][CH3:15])[cH:8][cH:9]1.[CH2:22]([CH2:23][CH2:24][CH2:25][CH2:26][CH3:27])[c:28]1[n:29][c:30](-[c:35]2[cH:36][cH:37][c:38]([CH3:41])[cH:39][cH:40]2)[s:31][c:32]1[CH:33]=[O:34].[CH3:17][O-:18].[CH3:20][OH:21].[Na+:19].[O:42]1[CH2:43][CH2:44][CH2:45][CH2:46]1>>[C:1]([CH:2]=[CH:33][c:32]1[c:28]([CH2:22][CH2:23][CH2:24][CH2:25][CH2:26][CH3:27])[n:29][c:30](-[c:35]2[cH:36][cH:37][c:38]([CH3:41])[cH:39][cH:40]2)[s:31]1)(=[O:3])[c:4]1[cH:5][c:6]([CH3:16])[c:7]([CH:10]=[CH:11][C:12](=[O:13])[O:14][CH3:15])[cH:8][cH:9]1.